Dataset: the Open Reaction Database (ORD), a public repository of structured organic reaction records. Task: describe an organic reaction: reactants, conditions, products, and yield The reactants are CC(=O)O (AcOH), F[C@@H]1C(C[C@H]1COCC1=CC=CC=C1)=O (trans-2-fluoro-3-(benzyloxymethyl)cyclobutanone), C(C)(=O)O[BH-](OC(C)=O)OC(C)=O.[Na+] (sodium triacetoxyborohydride), C(C1=CC=CC=C1)N (benzylamine). The solvent is ClCCCl (1,2-DCE). Run at time 5 minute. The product is C(C1=CC=CC=C1)NC1C(C(C1)COCC1=CC=CC=C1)F (Benzyl-(3-benzyloxymethyl-2-fluoro-cyclobutyl)-amine). As a reaction SMILES: [F:1][C@H:2]1[C@H:5]([CH2:6][O:7][CH2:8][C:9]2[CH:14]=[CH:13][CH:12]=[CH:11][CH:10]=2)[CH2:4][C:3]1=O.[CH2:16]([NH2:23])[C:17]1[CH:22]=[CH:21][CH:20]=[CH:19][CH:18]=1.C(O[BH-](OC(=O)C)OC(=O)C)(=O)C.[Na+].CC(O)=O>ClCCCl>[CH2:16]([NH:23][CH:3]1[CH2:4][CH:5]([CH2:6][O:7][CH2:8][C:9]2[CH:14]=[CH:13][CH:12]=[CH:11][CH:10]=2)[CH:2]1[F:1])[C:17]1[CH:22]=[CH:21][CH:20]=[CH:19][CH:18]=1 |f:2.3|. Procedure: In a 25 mL flask with trans-2-fluoro-3-(benzyloxymethyl)cyclobutanone (0.20 g, 0.96 mmol) inside, dry 1,2-DCE 3.4 mL was added under argon to give a colorless solution. To this, benzylamine (0.11 mL, 1.01 mmol) was added to give still a colorless solution. After stirring for 5 min, sodium triacetoxyborohydride (0.29 g, 1.37 mmol) was added all at once to give a white emulsion. Then AcOH (0.06 mL, 1.05 mmol) was added drop by drop. After 5 min, it gave a yellow solution and this was left stirring... Starting materials: CCCCOCCOc1ccc(-c2ccc3c(c2)C=C(C(=O)Nc2ccc(SCc4nnc(SCC)n4CC(C)C)cc2)CCN3CC(C)C)cc1, ClCCl, [Na+], [Na+], O=C(OO)c1cccc(Cl)c1, O=S([O-])([O-])=S. Yields the product CCCCOCCOc1ccc(-c2ccc3c(c2)C=C(C(=O)Nc2ccc(S(=O)Cc4nnc(SCC)n4CC(C)C)cc2)CCN3CC(C)C)cc1. Reaction SMILES: [CH2:1]([CH2:2][CH2:3][CH3:4])[O:5][CH2:6][CH2:7][O:8][c:9]1[cH:10][cH:11][c:12](-[c:15]2[cH:16][cH:17][c:18]3[c:19]([cH:52]2)[CH:20]=[C:21]([C:29](=[O:30])[NH:31][c:32]2[cH:33][cH:34][c:35]([S:38][CH2:39][c:40]4[n:41][n:42][c:43]([S:49][CH2:50][CH3:51])[n:44]4[CH2:45][CH:46]([CH3:47])[CH3:48])[cH:36][cH:37]2)[CH2:22][CH2:23][N:24]3[CH2:25][CH:26]([CH3:27])[CH3:28])[cH:13][cH:14]1.[Cl:71][CH2:72][Cl:73].[Na+:69].[Na+:70].[OH:53][O:54][C:55]([c:56]1[cH:57][c:58]([Cl:59])[cH:60][cH:61][cH:62]1)=[O:63].[S:64]([O-:65])([O-:66])(=[O:67])=[S:68]>>[CH2:1]([CH2:2][CH2:3][CH3:4])[O:5][CH2:6][CH2:7][O:8][c:9]1[cH:10][cH:11][c:12](-[c:15]2[cH:16][cH:17][c:18]3[c:19]([cH:52]2)[CH:20]=[C:21]([C:29](=[O:30])[NH:31][c:32]2[cH:33][cH:34][c:35]([S:38]([CH2:39][c:40]4[n:41][n:42][c:43]([S:49][CH2:50][CH3:51])[n:44]4[CH2:45][CH:46]([CH3:47])[CH3:48])=[O:53])[cH:36][cH:37]2)[CH2:22][CH2:23][N:24]3[CH2:25][CH:26]([CH3:27])[CH3:28])[cH:13][cH:14]1.